This data is from the Open Reaction Database (ORD), a public repository of structured organic reaction records. The task is: describe an organic reaction: reactants, conditions, products, and yield Reported procedure: 138.9 g (790 millimoles) of 2,4-dichlorobenzaldehyde, 76.7 g (710 millimoles) of 2-(1,2,4-triazol-1-yl)-acetonitrile and 1 g of piperidine in 1 l of toluene are heated at the boil under a water separator until 1 equivalent of water has been separated off. The mixture is then left to cool, and the precipitated crystals are filtered off under suction. They can be purified by recrystallization from toluene. 56.5 g (30% of theory) of 3-(2,4-dichlorophenyl)-2-(1,2,4-triazol-1-yl)-acrylonitrile of mel... Run in C1(=CC=CC=C1)C (toluene). Isolated yield 30.0%. Reagents/catalysts: N1CCCCC1 (piperidine). Starting materials: ClC1=C(C=O)C=CC(=C1)Cl (2,4-dichlorobenzaldehyde), N1(N=CN=C1)CC#N (2-(1,2,4-triazol-1-yl)-acetonitrile), O (water). RXN SMILES: [Cl:1][C:2]1[CH:9]=[C:8]([Cl:10])[CH:7]=[CH:6][C:3]=1[CH:4]=O.[N:11]1([CH2:16][C:17]#[N:18])[CH:15]=[N:14][CH:13]=[N:12]1.O>C1(C)C=CC=CC=1.N1CCCCC1>[Cl:1][C:2]1[CH:9]=[C:8]([Cl:10])[CH:7]=[CH:6][C:3]=1[CH:4]=[C:16]([N:11]1[CH:15]=[N:14][CH:13]=[N:12]1)[C:17]#[N:18]. Yields the product ClC1=C(C=CC(=C1)Cl)C=C(C#N)N1N=CN=C1 (3-(2,4-dichlorophenyl)-2-(1,2,4-triazol-1-yl)-acrylonitrile). Starting materials: CC=1C=NN2C1C(=NC(=C2)C2=CC=C(C=C2)N2CCN(CC2)C(=O)OC(C)(C)C)O[C@H](C)[C@H]2CNC(C2)=O (tert-butyl 4-(4-(3-methyl-4-((R)-1-((R)-5-oxopyrrolidin-3-yl)ethoxy)pyrazolo[1,5-a]pyrazin-6-yl)phenyl)piperazine-1-carboxylate), C(=O)(C(F)(F)F)O (TFA). Conditions: time 2 hour. Product: CC=1C=NN2C1C(=NC(=C2)C2=CC=C(C=C2)N2CCNCC2)O[C@H](C)[C@@H]2CC(NC2)=O ((R)-4-((R)-1-((3-methyl-6-(4-(piperazin-1-yl)phenyl)pyrazolo[1,5-a]pyrazin-4-yl)oxy)ethyl)pyrrolidin-2-one), FC(C(=O)O)(F)F (trifluoroacetic acid). Yield: 460.4%. Reaction SMILES: [CH3:1][C:2]1[CH:3]=[N:4][N:5]2[CH:10]=[C:9]([C:11]3[CH:16]=[CH:15][C:14]([N:17]4[CH2:22][CH2:21][N:20](C(OC(C)(C)C)=O)[CH2:19][CH2:18]4)=[CH:13][CH:12]=3)[N:8]=[C:7]([O:30][C@@H:31]([C@@H:33]3[CH2:37][C:36](=[O:38])[NH:35][CH2:34]3)[CH3:32])[C:6]=12.[C:39]([OH:45])([C:41]([F:44])([F:43])[F:42])=[O:40]>>[CH3:1][C:2]1[CH:3]=[N:4][N:5]2[CH:10]=[C:9]([C:11]3[CH:16]=[CH:15][C:14]([N:17]4[CH2:18][CH2:19][NH:20][CH2:21][CH2:22]4)=[CH:13][CH:12]=3)[N:8]=[C:7]([O:30][C@@H:31]([C@H:33]3[CH2:34][NH:35][C:36](=[O:38])[CH2:37]3)[CH3:32])[C:6]=12.[F:42][C:41]([F:44])([F:43])[C:39]([OH:45])=[O:40]. Procedure details: tert-butyl 4-(4-(3-methyl-4-((R)-1-((R)-5-oxopyrrolidin-3-yl)ethoxy)pyrazolo[1,5-a]pyrazin-6-yl)phenyl)piperazine-1-carboxylate (20.2 mg, 0.04 mmol) 5.55 was dissolved in TFA (1.5 mL, 20 mmol) and mixture stirred at room temperature. After 2 hours, reaction mixture was concentrated and azeotroped with toluene to yield (R)-4-((R)-1-((3-methyl-6-(4-(piperazin-1-yl)phenyl)pyrazolo[1,5-a]pyrazin-4-yl)oxy)ethyl)pyrrolidin-2-one 5.56 as a trifluoroacetic acid salt (21 mg). Reactants: CC#CCO, [Cl-], CC(C)CC(C)Oc1cc(Cl)ncn1, [H-], [NH4+], [Na+], C1CCOC1. Product: CC#CCOc1cc(OC(C)CC(C)C)ncn1. Reaction SMILES: [CH2:3]([C:4]#[C:5][CH3:6])[OH:7].[Cl-:22].[Cl:8][c:9]1[n:10][cH:11][n:12][c:13]([O:15][CH:16]([CH2:17][CH:18]([CH3:19])[CH3:20])[CH3:21])[cH:14]1.[H-:1].[NH4+:23].[Na+:2].[O:24]1[CH2:25][CH2:26][CH2:27][CH2:28]1>>[CH2:3]([C:4]#[C:5][CH3:6])[O:7][c:9]1[n:10][cH:11][n:12][c:13]([O:15][CH:16]([CH2:17][CH:18]([CH3:19])[CH3:20])[CH3:21])[cH:14]1. Starting materials: C(CC)N(C1=NC=CC=N1)C1CCN(CC1)C[C@H]1CN(C[C@@H]1C1=CC(=CC=C1)F)[C@H]1C(CCCC1)CC(=O)OCC1=CC=CC=C1 (2-(R)-(3-(S)-((4-(N-(prop-1-yl)-N-(pyrimid-2-yl)amino)-piperidin-1-yl)methyl)-4-(S)-(3-fluorophenyl)pyrrolidin-1-yl)cyclohexylacetic acid, benzyl ester), [H][H] (hydrogen), benzyl ester. The reagents and catalysts are [Pd] (palladium on carbon). Run in CO (MeOH). Yields the product C(CC)N(C1=NC=CC=N1)C1CCN(CC1)C[C@H]1CN(C[C@@H]1C1=CC(=CC=C1)F)[C@H]1C(CCCC1)CC(=O)O (2-(R)-(3-(S)-((4-(N-(prop-1-yl)-N-(Pyrimid-2-yl)-amino)piperidin-1-yl)methyl)-4-(S)-(3-fluorophenyl)pyrrolidin-1-yl)cyclohexylacetic Acid). Yield: 85.8%. Reaction SMILES: [CH2:1]([N:4]([CH:11]1[CH2:16][CH2:15][N:14]([CH2:17][C@@H:18]2[C@@H:22]([C:23]3[CH:28]=[CH:27][CH:26]=[C:25]([F:29])[CH:24]=3)[CH2:21][N:20]([C@@H:30]3[CH2:35][CH2:34][CH2:33][CH2:32][CH:31]3[CH2:36][C:37]([O:39]CC3C=CC=CC=3)=[O:38])[CH2:19]2)[CH2:13][CH2:12]1)[C:5]1[N:10]=[CH:9][CH:8]=[CH:7][N:6]=1)[CH2:2][CH3:3].[H][H]>CO.[Pd]>[CH2:1]([N:4]([CH:11]1[CH2:12][CH2:13][N:14]([CH2:17][C@@H:18]2[C@@H:22]([C:23]3[CH:28]=[CH:27][CH:26]=[C:25]([F:29])[CH:24]=3)[CH2:21][N:20]([C@@H:30]3[CH2:35][CH2:34][CH2:33][CH2:32][CH:31]3[CH2:36][C:37]([OH:39])=[O:38])[CH2:19]2)[CH2:15][CH2:16]1)[C:5]1[N:6]=[CH:7][CH:8]=[CH:9][N:10]=1)[CH2:2][CH3:3]. Reported procedure: A solution of 2-(R)-(3-(S)-((4-(N-(prop-1-yl)-N-(pyrimid-2-yl)amino)-piperidin-1-yl)methyl)-4-(S)-(3-fluorophenyl)pyrrolidin-1-yl)cyclohexylacetic acid, benzyl ester (80 mg, 0.13 mmol) from Example 25 Step A, in 3.0 mL of MeOH was hydrogenated using 10% palladium on carbon (20 mg, 0.026 mmol) under one atmosphere of hydrogen gas. After TLC indicated the absence of the starting benzyl ester, the reaction was filtered through a 0.45 micron nylon membrane polypropylene filter and concentrated under... The reactants are B, CO, CC(C)c1nc2c(n1Cc1ccc(Cl)c(Cl)c1)C(=O)CCC2, Cl, C1CCOC1. Product: CC(C)c1nc2c(n1Cc1ccc(Cl)c(Cl)c1)C(O)CCC2. Reaction SMILES: [BH3:24].[CH3:25][OH:26].[Cl:2][c:3]1[cH:4][c:5]([CH2:10][n:11]2[c:12]([CH:21]([CH3:22])[CH3:23])[n:13][c:14]3[c:15]2[C:16](=[O:20])[CH2:17][CH2:18][CH2:19]3)[cH:6][cH:7][c:8]1[Cl:9].[ClH:1].[O:27]1[CH2:28][CH2:29][CH2:30][CH2:31]1>>[Cl:2][c:3]1[cH:4][c:5]([CH2:10][n:11]2[c:12]([CH:21]([CH3:22])[CH3:23])[n:13][c:14]3[c:15]2[CH:16]([OH:20])[CH2:17][CH2:18][CH2:19]3)[cH:6][cH:7][c:8]1[Cl:9]. The reactants are BrC1=CC=CC2=C1NC(S2)=O (4-Bromobenzo[d]thiazol-2(3H)-one), CC1(OB(OC1(C)C)C1=CC2=C(N=C(S2)NC(C)=O)C=C1)C (N-(6-(4,4,5,5-tetramethyl-1,3,2-dioxaborolan-2-yl)benzo[d]thiazol-2-yl)acetamide), C([O-])([O-])=O.[Na+].[Na+] (sodium carbonate). Reagents/catalysts: Cl[Pd]([P](C1=CC=CC=C1)(C2=CC=CC=C2)C3=CC=CC=C3)([P](C4=CC=CC=C4)(C5=CC=CC=C5)C6=CC=CC=C6)Cl (PdCl2(PPh3)2), Cl[Pd]([P](C1=CC=CC=C1)(C2=CC=CC=C2)C3=CC=CC=C3)([P](C4=CC=CC=C4)(C5=CC=CC=C5)C6=CC=CC=C6)Cl (dichlorobis(triphenyl-phosphine)palladium (II)). Run in C(C)O (ethanol), COCCOC (1,2-dimethoxyethane). Run at temperature 85 celsius, time 7 hour. The product is O=C1SC2=C(N1)C(=CC=C2)C2=CC1=C(N=C(S1)NC(C)=O)C=C2 (N-(6-(2-oxo-2,3-dihydrobenzo[d]thiazol-4-yl)benzo[d]thiazol-2-yl)acetamide). As a reaction SMILES: Br[C:2]1[C:7]2[NH:8][C:9](=[O:11])[S:10][C:6]=2[CH:5]=[CH:4][CH:3]=1.CC1(C)C(C)(C)OB([C:20]2[CH:32]=[CH:31][C:23]3[N:24]=[C:25]([NH:27][C:28](=[O:30])[CH3:29])[S:26][C:22]=3[CH:21]=2)O1.C(=O)([O-])[O-].[Na+].[Na+]>COCCOC.C(O)C.Cl[Pd](Cl)([P](C1C=CC=CC=1)(C1C=CC=CC=1)C1C=CC=CC=1)[P](C1C=CC=CC=1)(C1C=CC=CC=1)C1C=CC=CC=1>[O:11]=[C:9]1[NH:8][C:7]2[C:2]([C:20]3[CH:32]=[CH:31][C:23]4[N:24]=[C:25]([NH:27][C:28](=[O:30])[CH3:29])[S:26][C:22]=4[CH:21]=3)=[CH:3][CH:4]=[CH:5][C:6]=2[S:10]1 |f:2.3.4,^1:51,70|. Procedure: 4-Bromobenzo[d]thiazol-2(3H)-one (69.9 mg, 0.304 mmol), N-(6-(4,4,5,5-tetramethyl-1,3,2-dioxaborolan-2-yl)benzo[d]thiazol-2-yl)acetamide (124.9 mg, 3.925 mmol), dichlorobis(triphenyl-phosphine)palladium (II) (39.7 mg, 56.6 μmol), and sodium carbonate (0.30 mL, 2.0 M in water, 0.60 mmol) were suspended in 1,2-dimethoxyethane (1.4 mL) and ethanol (0.39 mL). The reaction flask was fit with a reflux condensor and the solution was heated in a preheated oil bath (85° C.) and stirred under nitrogen for... Procedure details: 4.43 g (0.025 mole) of 2-phenyl-4(5H)-thiazolone was dissolved in a cosolvent of 150 ml of dichloromethane and 6 ml of pyridine and cooled to 5° C. The solution of N-tosyl-L-alanyl chloride (10 g) dissolved in dichloromethane cooled to below was added to the mixture. The reacting solution was stirred, followed by standing at room temperature for 3 hours. The solution was washed with 1N citric acid, water, 5% sodium bicarbonate and a saturated sodium chloride solution in that order, dried over ma... Conditions: temperature 5 celsius, time 3 hour. As a reaction SMILES: [C:1]1([C:7]2[S:8][CH2:9][C:10](=[O:12])[N:11]=2)[CH:6]=[CH:5][CH:4]=[CH:3][CH:2]=1.[S:13]([NH:23][C@H:24]([C:26](Cl)=[O:27])[CH3:25])([C:16]1[CH:22]=[CH:21][C:19]([CH3:20])=[CH:18][CH:17]=1)(=[O:15])=[O:14].CCCCCC>ClCCl.N1C=CC=CC=1.CC(C)=O>[C:1]1([C:7]2[S:8][CH:9]=[C:10]([O:12][C:26](=[O:27])[C@H:24]([CH3:25])[NH:23][S:13]([C:16]3[CH:22]=[CH:21][C:19]([CH3:20])=[CH:18][CH:17]=3)(=[O:15])=[O:14])[N:11]=2)[CH:2]=[CH:3][CH:4]=[CH:5][CH:6]=1. The solvent is ClCCl (dichloromethane), CC(=O)C (acetone), ClCCl (dichloromethane), N1=CC=CC=C1 (pyridine). The reactants are S(=O)(=O)(C1=CC=C(C)C=C1)N[C@@H](C)C(=O)Cl (N-tosyl-L-alanyl chloride), C1(=CC=CC=C1)C=1SCC(N1)=O (2-phenyl-4(5H)-thiazolone), CCCCCC (hexane). The product is C1(=CC=CC=C1)C=1SC=C(N1)OC([C@@H](NS(=O)(=O)C1=CC=C(C)C=C1)C)=O (2-phenyl-4(N-tosyl-L-alanyloxy)-thiazole). Starting materials: C(C1=CC=CC=C1)C1=CC=C(CCl)C=C1 (4-benzylbenzyl chloride), C(O)([O-])=O.[Na+] (sodium hydrogen carbonate), [C-]#N.[Na+] (sodium cyanide), CN(C)C=O (DMF). Solvent: dimethylchloride, C(C)(=O)OCC (ethyl acetate). Run at time 17 hour. Yields the product C(C1=CC=CC=C1)C1=CC=C(C=C1)CC#N (4-benzylphenylacetonitrile). Reaction SMILES: [CH2:1]([C:8]1[CH:15]=[CH:14][C:11]([CH2:12]Cl)=[CH:10][CH:9]=1)[C:2]1[CH:7]=[CH:6][CH:5]=[CH:4][CH:3]=1.C(=O)([O-])O.[Na+].[C-]#N.[Na+].[CH3:24][N:25](C=O)C>C(OCC)(=O)C>[CH2:1]([C:8]1[CH:15]=[CH:14][C:11]([CH2:12][C:24]#[N:25])=[CH:10][CH:9]=1)[C:2]1[CH:7]=[CH:6][CH:5]=[CH:4][CH:3]=1 |f:1.2,3.4|. Procedure: To a solution of 4-benzylbenzyl chloride (198.34 g) in dimethylchloride (DMF) (50 ml) was added in turn sodium hydrogen carbonate (76.88 g) and sodium cyanide (56.07 g). In that case, the solution was cooled as occasion demands, since heat is slightly generated. After stirring at room temperature for 17 hours, DMF (100 ml) was further added. After stirring at room temperature for 67 hours, ethyl acetate (300 ml) was added, and the precipitate was filtered, washed with ethyl acetate (300 ml). The... The reactants are ice, BrC=1C=C2C=CNC2=CC1 (5-bromoindole), C=O (formaldehyde), CNC (dimethylamine), O (H2O). The solvent is O1CCOCC1 (dioxane), O1CCOCC1 (dioxane). Reaction conditions: temperature 5 celsius, time 2 hour. Yields the product BrC=1C=C2C(=CNC2=CC1)CN(C)C (5-Bromo-3-(dimethylaminomethyl)indole). The yield is 98.0%. As a reaction SMILES: [CH2:1]=O.[CH3:3][NH:4][CH3:5].O.[Br:7][C:8]1[CH:9]=[C:10]2[C:14](=[CH:15][CH:16]=1)[NH:13][CH:12]=[CH:11]2>O1CCOCC1>[Br:7][C:8]1[CH:9]=[C:10]2[C:5](=[CH:15][CH:16]=1)[NH:4][CH:3]=[C:11]2[CH2:12][N:13]([CH3:1])[CH3:14]. Procedure: According to A. Ek, et al., J Am. Chem. Soc., 76, 5579 (1954), to an ice-cooled mixture of dioxane (130 mL) acetic acid (130 mL) , 37% aqueous formaldehyde (9.9 mL, 0.133 mol), 40% aqueous dimethylamine (17.6 mL, 0.140 mol), and H2O (10.6 mL) was added a solution of 5-bromoindole (25.0 g, 0.128 mol) in dioxane (130 mL) over 35 minutes. The internal temperature was maintained at 5° C. during the addition. After 2 hours, the cooling bath was removed and stirring was continued at room temperature o...